Task: describe an organic reaction: reactants, conditions, products, and yield. Dataset: the Open Reaction Database (ORD), a public repository of structured organic reaction records Starting materials: CC(C)(C)[Si](C)(C)OCCBr, COCOc1cc(OC)c(OCOC)cc1OC, CCOCC, CN(C)P(=O)(N(C)C)N(C)C, [Li]C(C)CC, [I-], [Na+], C1CCOC1, c1ccccc1. The product is COCOc1cc(OC)c(OCOC)c(CCO[Si](C)(C)C(C)(C)C)c1OC. As a reaction SMILES: [C:24]([CH3:25])([CH3:26])([CH3:27])[Si:28]([CH3:29])([CH3:30])[O:31][CH2:32][CH2:33][Br:34].[CH3:1][O:2][c:3]1[c:4]([O:15][CH2:16][O:17][CH3:18])[cH:5][c:6]([O:13][CH3:14])[c:7]([O:9][CH2:10][O:11][CH3:12])[cH:8]1.[CH3:42][CH2:43][O:44][CH2:45][CH3:46].[CH3:53][N:54]([CH3:55])[P:56](=[O:57])([N:58]([CH3:59])[CH3:60])[N:61]([CH3:62])[CH3:63].[CH:19]([Li:20])([CH2:21][CH3:22])[CH3:23].[I-:36].[Na+:35].[O:37]1[CH2:38][CH2:39][CH2:40][CH2:41]1.[cH:47]1[cH:48][cH:49][cH:50][cH:51][cH:52]1>>[CH3:1][O:2][c:3]1[c:4]([O:15][CH2:16][O:17][CH3:18])[c:5]([CH2:33][CH2:32][O:31][Si:28]([C:24]([CH3:25])([CH3:26])[CH3:27])([CH3:29])[CH3:30])[c:6]([O:13][CH3:14])[c:7]([O:9][CH2:10][O:11][CH3:12])[cH:8]1. Reaction SMILES: CS(C)=O.C(Cl)(=O)C(Cl)=O.N#N.C(Cl)(Cl)Cl.[CH2:17]([O:57][CH:58]1[C@H:62]2[C@H:63]([O:83][Si:84]([C:87]([CH3:90])([CH3:89])[CH3:88])([CH3:86])[CH3:85])[N:64]([C:75]([O:77][CH2:78][C:79]([Cl:82])([Cl:81])[Cl:80])=[O:76])[C:65]3[CH:72]=[CH:71][C:70]([O:73][CH3:74])=[CH:69][C:66]=3[C:67](=[O:68])[N:61]2[CH2:60][C@H:59]1[OH:91])[CH2:18][CH2:19][CH2:20][CH2:21][O:22][CH:23]1[C@H:27]2[C@H:28]([O:48][Si:49]([C:52]([CH3:55])([CH3:54])[CH3:53])([CH3:51])[CH3:50])[N:29]([C:40]([O:42][CH2:43][C:44]([Cl:47])([Cl:46])[Cl:45])=[O:41])[C:30]3[CH:37]=[CH:36][C:35]([O:38][CH3:39])=[CH:34][C:31]=3[C:32](=[O:33])[N:26]2[CH2:25][C@H:24]1[OH:56]>C(Cl)Cl>[CH2:21]([O:22][CH:23]1[C@H:27]2[C@H:28]([O:48][Si:49]([C:52]([CH3:55])([CH3:54])[CH3:53])([CH3:51])[CH3:50])[N:29]([C:40]([O:42][CH2:43][C:44]([Cl:45])([Cl:47])[Cl:46])=[O:41])[C:30]3[CH:37]=[CH:36][C:35]([O:38][CH3:39])=[CH:34][C:31]=3[C:32](=[O:33])[N:26]2[CH2:25][C:24]1=[O:56])[CH2:20][CH2:19][CH2:18][CH2:17][O:57][CH:58]1[C@H:62]2[C@H:63]([O:83][Si:84]([C:87]([CH3:88])([CH3:89])[CH3:90])([CH3:85])[CH3:86])[N:64]([C:75]([O:77][CH2:78][C:79]([Cl:82])([Cl:81])[Cl:80])=[O:76])[C:65]3[CH:72]=[CH:71][C:70]([O:73][CH3:74])=[CH:69][C:66]=3[C:67](=[O:68])[N:61]2[CH2:60][C:59]1=[O:91] |f:2.3|. Procedure details: A solution of anhydrous DMSO (0.34 mL, 0.37 g, 4.78 mmol) in dry DCM (4 mL) was added dropwise over a period of 5 minutes to a stirred solution of oxalyl chloride (1.20 mL of a 2M solution in DCM, 2.39 mmol) under a nitrogen atmosphere at −60° C. (liq N2/CHCl3). After stirring at −55° C. for 15 minutes, a slurry of the substrate 42 (962 mg, 0.80 mmol) in dry DCM (8 mL) was added dropwise over a period of 10 minutes to the reaction mixture. After stirring for a further 1 h at −55° C., a solution ... Run at temperature -55 celsius, time 15 minute. Isolated yield 57.1%. Yields the product C(CCCCOC1C(CN2[C@@H]1[C@@H](N(C1=C(C2=O)C=C(C=C1)OC)C(=O)OCC(Cl)(Cl)Cl)O[Si](C)(C)C(C)(C)C)=O)OC1C(CN2[C@@H]1[C@@H](N(C1=C(C2=O)C=C(C=C1)OC)C(=O)OCC(Cl)(Cl)Cl)O[Si](C)(C)C(C)(C)C)=O (1,1′-[[(Pentane-1,5-diyl)dioxy]bis[(11S,11 aS)-10-(2,2,2-trichloroethoxycarbonyl)-11-(tert-butyldimethylsilyloxy)-7-methoxy-2-oxo-1,2,3,10,11,11a-hexahydro-5H-pyrrolo[2,1-c][1,4]benzodiazepin-5-one]]). Run in C(Cl)Cl (DCM), C(Cl)Cl (DCM), C(Cl)Cl (DCM), C(Cl)Cl (DCM), C(Cl)Cl (DCM). The reactants are TEA, CS(=O)C (DMSO), C(C(=O)Cl)(=O)Cl (oxalyl chloride), solution, N#N.C(Cl)(Cl)Cl (N2 CHCl3), C(CCCCOC1[C@@H](CN2[C@@H]1[C@@H](N(C1=C(C2=O)C=C(C=C1)OC)C(=O)OCC(Cl)(Cl)Cl)O[Si](C)(C)C(C)(C)C)O)OC1[C@@H](CN2[C@@H]1[C@@H](N(C1=C(C2=O)C=C(C=C1)OC)C(=O)OCC(Cl)(Cl)Cl)O[Si](C)(C)C(C)(C)C)O (1,1′-[[(Pentane-1,5-diyl)dioxy]bis[(11S,11aS,2R)-10-(2,2,2-trichloroethoxycarbonyl)-11-(tert-butyldimethylsilyloxy)-7-methoxy-2-hydroxy-1,2,3,10,11,11a-hexahydro-5H-pyrrolo[2,1-c][1,4]benzodiazepin-5-one]]).